This data is from the Open Reaction Database (ORD), a public repository of structured organic reaction records. The task is: describe an organic reaction: reactants, conditions, products, and yield Reactants: O=C([O-])[O-], C=CCBr, Cc1c(C2CCNCC2)cccc1S(C)(=O)=O, CC#N, [K+], [K+]. The product is C=CCN1CCC(c2cccc(S(C)(=O)=O)c2C)CC1. As a reaction SMILES: [C:18](=[O:19])([O-:20])[O-:21].[CH2:24]([CH:25]=[CH2:26])[Br:27].[CH3:1][c:2]1[c:3]([CH:12]2[CH2:13][CH2:14][NH:15][CH2:16][CH2:17]2)[cH:4][cH:5][cH:6][c:7]1[S:8](=[O:9])(=[O:10])[CH3:11].[CH3:28][C:29]#[N:30].[K+:22].[K+:23]>>[CH3:1][c:2]1[c:3]([CH:12]2[CH2:13][CH2:14][N:15]([CH2:26][CH:25]=[CH2:24])[CH2:16][CH2:17]2)[cH:4][cH:5][cH:6][c:7]1[S:8](=[O:9])(=[O:10])[CH3:11]. Starting materials: ClCc1ccc(Br)s1, O=C([O-])[O-], CN(C)C=O, Oc1ccc(Oc2cccc(Cl)n2)cc1, [K+], [K+], O. The product is Clc1cccc(Oc2ccc(OCc3ccc(Br)s3)cc2)n1. RXN SMILES: [Br:22][c:23]1[cH:24][cH:25][c:26]([CH2:28][Cl:29])[s:27]1.[C:16](=[O:17])([O-:18])[O-:19].[CH3:31][N:32]([CH3:33])[CH:34]=[O:35].[Cl:1][c:2]1[cH:3][cH:4][cH:5][c:6]([O:8][c:9]2[cH:10][cH:11][c:12]([OH:15])[cH:13][cH:14]2)[n:7]1.[K+:20].[K+:21].[OH2:30]>>[Cl:1][c:2]1[cH:3][cH:4][cH:5][c:6]([O:8][c:9]2[cH:10][cH:11][c:12]([O:15][CH2:28][c:26]3[cH:25][cH:24][c:23]([Br:22])[s:27]3)[cH:13][cH:14]2)[n:7]1.